Dataset: the Open Reaction Database (ORD), a public repository of structured organic reaction records. Task: describe an organic reaction: reactants, conditions, products, and yield Run in CN1CCCC1=O (NMP). The product is FC1=CC=C2C(=C(C(=NC2=C1)C=1C=NC=CC1)C)NC1=C(C#N)C=CC(=C1)N1CCOCC1 (2-((7-Fluoro-3-methyl-2-(3-pyridinyl)-4-quinolinyl)amino)-4-(4-morpholinyl)benzonitrile). Reaction SMILES: Cl[C:2]1[C:11]2[C:6](=[CH:7][C:8]([F:12])=[CH:9][CH:10]=2)[N:5]=[C:4]([C:13]2[CH:14]=[N:15][CH:16]=[CH:17][CH:18]=2)[C:3]=1[CH3:19].[NH2:20][C:21]1[CH:28]=[C:27]([N:29]2[CH2:34][CH2:33][O:32][CH2:31][CH2:30]2)[CH:26]=[CH:25][C:22]=1[C:23]#[N:24].Cl.O1CCOCC1>CN1C(=O)CCC1>[F:12][C:8]1[CH:7]=[C:6]2[C:11]([C:2]([NH:20][C:21]3[CH:28]=[C:27]([N:29]4[CH2:30][CH2:31][O:32][CH2:33][CH2:34]4)[CH:26]=[CH:25][C:22]=3[C:23]#[N:24])=[C:3]([CH3:19])[C:4]([C:13]3[CH:14]=[N:15][CH:16]=[CH:17][CH:18]=3)=[N:5]2)=[CH:10][CH:9]=1. The reactants are ClC1=C(C(=NC2=CC(=CC=C12)F)C=1C=NC=CC1)C (4-chloro-7-fluoro-3-methyl-2-(pyridin-3-yl)quinoline), NC1=C(C#N)C=CC(=C1)N1CCOCC1 (2-amino-4-morpholinobenzonitrile), solution, Cl (HCl), O1CCOCC1 (dioxane). Procedure: Prepared according to general Procedure K using 4-chloro-7-fluoro-3-methyl-2-(pyridin-3-yl)quinoline (150 mg, 0.55 mmol), 2-amino-4-morpholinobenzonitrile (112 mg, 0.55 mmol) and a 4.0M solution of HCl in dioxane (0.028 mL, 0.11 mmol) in NMP (1.0 mL) and heating in the microwave for 2 h at 150° C. After purification 2-((7-fluoro-3-methyl-2-(3-pyridinyl)-4-quinolinyl)amino)-4-(4-morpholinyl)benzonitrile was obtained as a yellow film. 1H NMR (500 MHz, chloroform-d) δ ppm 8.87 (1H, dd, J=2.0, 0.5 H...